This data is from the Open Reaction Database (ORD), a public repository of structured organic reaction records. The task is: describe an organic reaction: reactants, conditions, products, and yield Reactants: CCOC(=O)c1nc(C)sc1N, O=C=NS(=O)(=O)Cl, ClCCl. Product: CCOC(=O)c1nc(C)sc1NC(N)=O. As a reaction SMILES: [CH2:1]([CH3:2])[O:3][C:4](=[O:5])[c:6]1[n:7][c:8]([CH3:12])[s:9][c:10]1[NH2:11].[Cl:13][S:14](=[O:15])(=[O:16])[N:17]=[C:18]=[O:19].[Cl:20][CH2:21][Cl:22]>>[CH2:1]([CH3:2])[O:3][C:4](=[O:5])[c:6]1[n:7][c:8]([CH3:12])[s:9][c:10]1[NH:11][C:18]([NH2:17])=[O:19]. The reactants are BrC=1C=C(C(=C(C1)C)Cl)C (5-bromo-2-chloro-1,3-dimethyl-benzene), CN1C=NC(=C1)B1OC(C(O1)(C)C)(C)C (1-methyl-4-(4,4,5,5-tetramethyl-[1,3,2]dioxaborolan-2-yl)-imidazole), Intermediate 56. Product: ClC1=C(C=C(C=C1C)C=1N=CN(C1)C)C (4-(4-Chloro-3,5-dimethyl-phenyl)-1-methyl-imidazole). As a reaction SMILES: Br[C:2]1[CH:3]=[C:4]([CH3:10])[C:5]([Cl:9])=[C:6]([CH3:8])[CH:7]=1.[CH3:11][N:12]1[CH:16]=[C:15](B2OC(C)(C)C(C)(C)O2)[N:14]=[CH:13]1>>[Cl:9][C:5]1[C:4]([CH3:10])=[CH:3][C:2]([C:15]2[N:14]=[CH:13][N:12]([CH3:11])[CH:16]=2)=[CH:7][C:6]=1[CH3:8]. Procedure details: The title compound is prepared from 5-bromo-2-chloro-1,3-dimethyl-benzene and 1-methyl-4-(4,4,5,5-tetramethyl-[1,3,2]dioxaborolan-2-yl)-imidazole following a procedure analogous to that described in Step 1 of Intermediate 56. Starting materials: C(C)(C)(C)OC(COCC1(CCC1)COC=1C2=C(N=CN1)OC(=C2C2=CC=C(C=C2)OC)C2=CC=CC=C2)=O ({[1-({[5-(4-methoxyphenyl)-6-phenylfuro[2,3-d]pyrimidin-4-yl]oxy}methyl)cyclobutyl]methoxy}acetic acid tert-butyl ester), Cl (hydrogen chloride). Solvent: O1CCOCC1 (dioxane), O1CCOCC1 (dioxane). Run at time 16 hour. Product: COC1=CC=C(C=C1)C1=C(OC=2N=CN=C(C21)OCC2(CCC2)COCC(=O)O)C2=CC=CC=C2 ({[1-({[5-(4-Methoxyphenyl)-6-phenylfuro[2,3-d]pyrimidin-4-yl]oxy}methyl)cyclobutyl]methoxy}-acetic acid). As a reaction SMILES: C([O:5][C:6](=[O:39])[CH2:7][O:8][CH2:9][C:10]1([CH2:14][O:15][C:16]2[C:17]3[C:24]([C:25]4[CH:30]=[CH:29][C:28]([O:31][CH3:32])=[CH:27][CH:26]=4)=[C:23]([C:33]4[CH:38]=[CH:37][CH:36]=[CH:35][CH:34]=4)[O:22][C:18]=3[N:19]=[CH:20][N:21]=2)[CH2:13][CH2:12][CH2:11]1)(C)(C)C.Cl>O1CCOCC1>[CH3:32][O:31][C:28]1[CH:29]=[CH:30][C:25]([C:24]2[C:17]3[C:16]([O:15][CH2:14][C:10]4([CH2:9][O:8][CH2:7][C:6]([OH:39])=[O:5])[CH2:11][CH2:12][CH2:13]4)=[N:21][CH:20]=[N:19][C:18]=3[O:22][C:23]=2[C:33]2[CH:38]=[CH:37][CH:36]=[CH:35][CH:34]=2)=[CH:26][CH:27]=1. Procedure: Dissolve 237 mg (0.45 mmol) of {[1-({[5-(4-methoxyphenyl)-6-phenylfuro[2,3-d]pyrimidin-4-yl]oxy}methyl)cyclobutyl]methoxy}acetic acid tert-butyl ester in 1 ml of dioxane, add 2 ml of 4 N hydrogen chloride in dioxane and stir at RT for 16 h. After concentrating the reaction solution under reduced pressure, purify the residue by means of preparative RP-HPLC (gradient: water/acetonitrile). 180 mg (85% of theory) of the desired product are obtained.